From a dataset of the Open Reaction Database (ORD), a public repository of structured organic reaction records. describe an organic reaction: reactants, conditions, products, and yield The reactants are OC1(Cc2ccccc2)CCNCC1, CCO, c1ccc(COc2ccc(OCC3CO3)cc2)cc1. Product: OC(COc1ccc(OCc2ccccc2)cc1)CN1CCC(O)(Cc2ccccc2)CC1. Reaction SMILES: [CH2:20]([c:21]1[cH:22][cH:23][cH:24][cH:25][cH:26]1)[C:27]1([OH:33])[CH2:28][CH2:29][NH:30][CH2:31][CH2:32]1.[CH3:34][CH2:35][OH:36].[c:1]1([CH2:7][O:8][c:9]2[cH:10][cH:11][c:12]([O:13][CH2:14][CH:15]3[O:16][CH2:17]3)[cH:18][cH:19]2)[cH:2][cH:3][cH:4][cH:5][cH:6]1>>[c:1]1([CH2:7][O:8][c:9]2[cH:10][cH:11][c:12]([O:13][CH2:14][CH:15]([OH:16])[CH2:17][N:30]3[CH2:29][CH2:28][C:27]([CH2:20][c:21]4[cH:22][cH:23][cH:24][cH:25][cH:26]4)([OH:33])[CH2:32][CH2:31]3)[cH:18][cH:19]2)[cH:2][cH:3][cH:4][cH:5][cH:6]1.